This data is from the Open Reaction Database (ORD), a public repository of structured organic reaction records. The task is: describe an organic reaction: reactants, conditions, products, and yield Starting materials: CC1=C(C(=O)O)C(=CC(=C1)C)C (2,4,6-trimethylbenzoic acid), [N+](=O)(O)[O-] (HNO3), ice water. Conditions: time 1 hour. Product: [N+](=O)([O-])C=1C(=C(C(=O)O)C(=CC1C)C)C (3-nitro-2,4,6-trimethylbenzoic acid). Isolated yield 94.0%. RXN SMILES: [CH3:1][C:2]1[CH:10]=[C:9]([CH3:11])[CH:8]=[C:7]([CH3:12])[C:3]=1[C:4]([OH:6])=[O:5].[N+:13]([O-])([OH:15])=[O:14]>>[N+:13]([C:10]1[C:2]([CH3:1])=[C:3]([C:7]([CH3:12])=[CH:8][C:9]=1[CH3:11])[C:4]([OH:6])=[O:5])([O-:15])=[O:14]. Procedure: To a suspension of 2,4,6-trimethylbenzoic acid (4.6 g, 28 mmol) in 70% HNO3 (85 mL) conc. H2SO4 (5 mL). was added dropwise at RT. The brown reaction mixture was stirred for 1 h, poured into ice-water (500 mL). The product was extracted into ethyl acetate, the extract was washed with water, dried over MgSO4 and concentrated to give 3-nitro-2,4,6-trimethylbenzoic acid as a yellow solid (6.7 g, 94%).